This data is from the Open Reaction Database (ORD), a public repository of structured organic reaction records. The task is: describe an organic reaction: reactants, conditions, products, and yield The reactants are CC=1C=C(C=CC1)CSC1=[N+](C=CC=C1)[O-] (2-(3-Methylphenylmethylthio)pyridine N-oxide), C1=CC(=CC(=C1)Cl)C(=O)OO (MCPBA). Run in C(Cl)(Cl)Cl (chloroform), C(Cl)(Cl)Cl (chloroform). As a reaction SMILES: [CH3:1][C:2]1[CH:3]=[C:4]([CH2:8][S:9][C:10]2[CH:15]=[CH:14][CH:13]=[CH:12][N+:11]=2[O-:16])[CH:5]=[CH:6][CH:7]=1.C1C=C(Cl)C=C(C(OO)=[O:25])C=1>C(Cl)(Cl)Cl>[CH3:1][C:2]1[CH:3]=[C:4]([CH2:8][S:9]([C:10]2[CH:15]=[CH:14][CH:13]=[CH:12][N+:11]=2[O-:16])=[O:25])[CH:5]=[CH:6][CH:7]=1. Procedure details: The procedure employed is identical with that of Example 68 using 4.6 gm (0.02 mol) 2-(3-Methylphenylmethylthio)pyridine N-oxide in 50 ml of chloroform and 4 gm (0.02 mol) MCPBA in 100 ml chloroform. Yields the product CC=1C=C(C=CC1)CS(=O)C1=[N+](C=CC=C1)[O-] (2-(3-Methylphenylmethylsulfinyl)pyridine N-oxide). Reactants: IC=1C=C(N)C=CC1 (3-iodoaniline), CC(C#C)(C)C (3,3-dimethyl-1-butyne), O (water). The reagents and catalysts are Cl[Pd]([P](C1=CC=CC=C1)(C2=CC=CC=C2)C3=CC=CC=C3)([P](C4=CC=CC=C4)(C5=CC=CC=C5)C6=CC=CC=C6)Cl (bis(triphenylphosphine)palladium(II) chloride), [Cu]I (copper(I) iodide). Run in C(C)N(CC)CC (triethylamine). Conditions: temperature 20 celsius, time 20 hour. Yields the product CC(C#CC=1C=C(N)C=CC1)(C)C (3-(3,3-dimethylbut-1-yn-1-yl)aniline). As a reaction SMILES: I[C:2]1[CH:3]=[C:4]([CH:6]=[CH:7][CH:8]=1)[NH2:5].[CH3:9][C:10]([CH3:14])([CH3:13])[C:11]#[CH:12].O>C(N(CC)CC)C.Cl[Pd](Cl)([P](C1C=CC=CC=1)(C1C=CC=CC=1)C1C=CC=CC=1)[P](C1C=CC=CC=1)(C1C=CC=CC=1)C1C=CC=CC=1.[Cu]I>[CH3:9][C:10]([CH3:14])([CH3:13])[C:11]#[C:12][C:2]1[CH:3]=[C:4]([CH:6]=[CH:7][CH:8]=1)[NH2:5] |^1:25,44|. Reported procedure: 1.05 g (1.5 mmol) of bis(triphenylphosphine)palladium(II) chloride and 0.26 g (1.5 mmol) of copper(I) iodide are added to a solution consisting of 5.47 g (25 mmol) of 3-iodoaniline in 40 ml of triethylamine. With ice-cooling, 3.08 g (37.5 mmol) of 3,3-dimethyl-1-butyne are added dropwise such that the temperature remains at 20° C. After the addition has ended, the mixture is stirred at 20° C. for 20 hours. The reaction solution is concentrated under reduced pressure and the residue formed is sti... Product: Cc1cc2c(s1)C([Si](C)(C)Cl)c1ccccc1-2. As a reaction SMILES: [CH3:14][CH2:15][CH2:16][CH2:17][Li:18].[CH3:19][Si:20]([Cl:21])([Cl:22])[CH3:23].[CH3:1][c:2]1[cH:3][c:4]2[c:5]([s:6]1)[CH2:7][c:8]1[cH:9][cH:10][cH:11][cH:12][c:13]1-2.[CH3:24][CH2:25][CH2:26][CH2:27][CH2:28][CH3:29]>>[CH3:1][c:2]1[cH:3][c:4]2[c:5]([s:6]1)[CH:7]([Si:20]([CH3:19])([Cl:21])[CH3:23])[c:8]1[cH:9][cH:10][cH:11][cH:12][c:13]1-2. Starting materials: [Li]CCCC, C[Si](C)(Cl)Cl, Cc1cc2c(s1)Cc1ccccc1-2, CCCCCC. The reactants are C1CCOC1, Cl, Oc1ccc(C2OCCO2)cc1F, O. Yields the product O=Cc1ccc(O)c(F)c1. As a reaction SMILES: [CH2:15]1[O:16][CH2:17][CH2:18][CH2:19]1.[ClH:1].[O:2]1[CH:3]([c:7]2[cH:8][c:9]([F:14])[c:10]([OH:13])[cH:11][cH:12]2)[O:6][CH2:5][CH2:4]1.[OH2:20]>>[O:2]=[CH:3][c:7]1[cH:8][c:9]([F:14])[c:10]([OH:13])[cH:11][cH:12]1. Starting materials: N1(CCCC1)CC=1C=C(OCCCN)C=CC1 (3-[3-(Pyrrolidinomethyl)phenoxy]propylamine), ClC=1SC2=C(N1)C=CC=C2 (2-chlorobenzthiazole), C(Cl)(Cl)Cl (chloroform). The solvent is C(Cl)(Cl)Cl.CO (chloroform methanol). Product: N1(CCCC1)CC=1C=C(OCCCNC=2SC3=C(N2)C=CC=C3)C=CC1 (2-[3-[3-(Pyrrolidinomethyl)phenoxy]propylamino]benzthiazole). As a reaction SMILES: [N:1]1([CH2:6][C:7]2[CH:8]=[C:9]([CH:15]=[CH:16][CH:17]=2)[O:10][CH2:11][CH2:12][CH2:13][NH2:14])[CH2:5][CH2:4][CH2:3][CH2:2]1.Cl[C:19]1[S:20][C:21]2[CH:27]=[CH:26][CH:25]=[CH:24][C:22]=2[N:23]=1.C(Cl)(Cl)Cl>C(Cl)(Cl)Cl.CO>[N:1]1([CH2:6][C:7]2[CH:8]=[C:9]([CH:15]=[CH:16][CH:17]=2)[O:10][CH2:11][CH2:12][CH2:13][NH:14][C:19]2[S:20][C:21]3[CH:27]=[CH:26][CH:25]=[CH:24][C:22]=3[N:23]=2)[CH2:2][CH2:3][CH2:4][CH2:5]1 |f:3.4|. Reported procedure: 3-[3-(Pyrrolidinomethyl)phenoxy]propylamine (2.0 g) and 2-chlorobenzthiazole (1.45 g) were fused at 130° C. for 21/2 hours. The cooled reaction mixture was subjected to column chromatography on silica using chloroform and then chloroform:methanol (10:1) as eluants to give the title compound as a yellow oil. This was treated with maleic acid in ethanol to give 2-[3-[3-(pyrrolidinomethyl)phenoxy]propylamino]benzthiazole dimaleate (0.35 g), m.p. 91°-92° C. (recrystallised from isopropanol/ether).